This data is from the Open Reaction Database (ORD), a public repository of structured organic reaction records. The task is: describe an organic reaction: reactants, conditions, products, and yield The reactants are CN(CN1C=CC=2C1=NC=CC2)C (dimethyl-(1H-pyrrolo[2,3-b]-pyridinyl-methyl)-amine), C1CCOC1 (THF), COS(=O)(=O)OC (dimethylsulfate), C1CCOC1 (THF), [C-]#N.[K+] (Potassium cyanide). Reaction conditions: temperature 80 celsius, time 15 minute. The product is N1C=C(C=2C1=NC=CC2)CC#N (1H-Pyrrolo[2,3-b]pyridin-3-yl-acetonitrile). The yield is 56.0%. RXN SMILES: COS(OC)(=O)=O.CN(C)C[N:11]1[C:15]2=[N:16][CH:17]=[CH:18][CH:19]=[C:14]2[CH:13]=[CH:12]1.[C-]#[N:22].[K+].[CH2:24]1[CH2:28]OCC1>>[NH:11]1[C:15]2=[N:16][CH:17]=[CH:18][CH:19]=[C:14]2[C:13]([CH2:28][C:24]#[N:22])=[CH:12]1 |f:2.3|. Procedure details: A solution of dimethylsulfate (32.7 g; 0.25 mol) in THF (50 mL) was added dropwise while stirring to the solution of dimethyl-(1H-pyrrolo[2,3-b]-pyridinyl-methyl)-amine (42 g; 0.24 mol) in THF (800 mL). After the addition was complete, the mixture was heated at 80° C. for 10 minutes then cooled to ambient temperature. The solvent was decanted and the residual gum was triturated with acetone/methanol (1:1 mixture) while warming. The solid formed was collected by filtration. The solid was then dis...